Dataset: the Open Reaction Database (ORD), a public repository of structured organic reaction records. Task: describe an organic reaction: reactants, conditions, products, and yield Starting materials: C(C)OC(=O)C=1NC2=CC=CC=C2C1CN1CCOCC1 (3-morpholin-4-ylmethyl-1H-indole-2-carboxylic acid ethyl ester), BrCC1=CC=CC2=CC=CC=C12 (1-bromomethyl-naphthalene). Yields the product N1(CCOCC1)CC1=C(N(C2=CC=CC=C12)CC1=CC=CC2=CC=CC=C12)C(=O)O (3-Morpholin-4-ylmethyl-1-naphthalen-1-ylmethyl-1H-indole-2-carboxylic acid). Reaction SMILES: C([O:3][C:4]([C:6]1[NH:7][C:8]2[C:13]([C:14]=1[CH2:15][N:16]1[CH2:21][CH2:20][O:19][CH2:18][CH2:17]1)=[CH:12][CH:11]=[CH:10][CH:9]=2)=[O:5])C.Br[CH2:23][C:24]1[C:33]2[C:28](=[CH:29][CH:30]=[CH:31][CH:32]=2)[CH:27]=[CH:26][CH:25]=1>>[N:16]1([CH2:15][C:14]2[C:13]3[C:8](=[CH:9][CH:10]=[CH:11][CH:12]=3)[N:7]([CH2:23][C:24]3[C:33]4[C:28](=[CH:29][CH:30]=[CH:31][CH:32]=4)[CH:27]=[CH:26][CH:25]=3)[C:6]=2[C:4]([OH:3])=[O:5])[CH2:17][CH2:18][O:19][CH2:20][CH2:21]1. Reported procedure: Using general procedure B, 3-morpholin-4-ylmethyl-1H-indole-2-carboxylic acid ethyl ester (Lit. 5) was coupled with 1-bromomethyl-naphthalene and the product obtained was hydrolyzed to give the title compound as a white solid. MS: 399.3 ([M−H]−).